Dataset: the Open Reaction Database (ORD), a public repository of structured organic reaction records. Task: describe an organic reaction: reactants, conditions, products, and yield Reactants: C(C)(=O)OC1=CC(=C(C=C1)C)Cl (4-acetoxy-2-chlorotoluene), BrN1C(CCC1=O)=O (N-bromosuccinimide). Reagents/catalysts: N(=NC(C#N)(CC(C)(OC)C)C)C(C#N)(CC(C)(C)OC)C (2,2′-azobis(4-methoxy-2,4-dimethylvaleronitrile)). Run in C(Cl)(Cl)(Cl)Cl (carbon tetrachloride). Reaction conditions: time 10 minute. Yields the product C(C)(=O)OC1=CC(=C(CBr)C=C1)Cl (4-acetoxy-2-chlorobenzylbromide). Isolated yield 59.2%. RXN SMILES: [C:1]([O:4][C:5]1[CH:10]=[CH:9][C:8]([CH3:11])=[C:7]([Cl:12])[CH:6]=1)(=[O:3])[CH3:2].[Br:13]N1C(=O)CCC1=O>C(Cl)(Cl)(Cl)Cl.N(C(C)(CC(OC)(C)C)C#N)=NC(C)(CC(C)(OC)C)C#N>[C:1]([O:4][C:5]1[CH:10]=[CH:9][C:8]([CH2:11][Br:13])=[C:7]([Cl:12])[CH:6]=1)(=[O:3])[CH3:2]. Procedure details: To a solution of 4-acetoxy-2-chlorotoluene (13.4 g) in carbon tetrachloride (134 ml) were added N-bromosuccinimide (12.9 g) and 2,2′-azobis(4-methoxy-2,4-dimethylvaleronitrile) (1.12 g), and the mixture was refluxed under heating for 2.5 hr. The reaction mixture was concentrated to dryness under reduced pressure. To the residue was added hexane (270 ml) and the mixture was stirred at room temperature for 10 min. The insoluble matter was filtered off and washed with hexane. The filtrate and washi... Reactants: ClC1=C(C(=NC2=CC(=CC=C12)F)N1C(CCC1)=O)C (1-(4-chloro-7-fluoro-3-methylquinolin-2-yl)pyrrolidin-2-one), O1CCN(CC1)C=1C=C2C(=NC1)C1(CN2)CCOCC1 (6′-morpholino-1′,2,2′,3,5,6-hexahydrospiro[pyran-4,3′-pyrrolo[3,2-b]pyridine]), CC(C)([O-])C.[Na+] (sodium tert-butoxide). The reagents and catalysts are CC(C)C1=CC(=C(C(=C1)C(C)C)C2=CC=CC=C2P(C3CCCCC3)C4CCCCC4)C(C)C.C1=CC=C([C-]=C1)CCN.Cl[Pd+] (XPhos precatalyst). Run in C1(=CC=CC=C1)C (toluene). The product is FC1=CC=C2C(=C(C(=NC2=C1)N1C(CCC1)=O)C)N1CC2(C3=NC=C(C=C31)N3CCOCC3)CCOCC2 (1-(7-fluoro-3-methyl-4-(6′-(4-morpholinyl)-2,3,5,6-tetrahydrospiro[pyran-4,3′-pyrrolo[3,2-b]pyridin]-1′(2′H)-yl)-2-quinolinyl)-2-pyrrolidinone). Reaction SMILES: Cl[C:2]1[C:11]2[C:6](=[CH:7][C:8]([F:12])=[CH:9][CH:10]=2)[N:5]=[C:4]([N:13]2[CH2:17][CH2:16][CH2:15][C:14]2=[O:18])[C:3]=1[CH3:19].[O:20]1[CH2:25][CH2:24][N:23]([C:26]2[CH:27]=[C:28]3[NH:34][CH2:33][C:32]4([CH2:39][CH2:38][O:37][CH2:36][CH2:35]4)[C:29]3=[N:30][CH:31]=2)[CH2:22][CH2:21]1.CC(C)([O-])C.[Na+]>CC(C1C=C(C(C)C)C(C2C(P(C3CCCCC3)C3CCCCC3)=CC=CC=2)=C(C(C)C)C=1)C.C1C=[C-]C(CCN)=CC=1.Cl[Pd+].C1(C)C=CC=CC=1>[F:12][C:8]1[CH:7]=[C:6]2[C:11]([C:2]([N:34]3[C:28]4[C:29](=[N:30][CH:31]=[C:26]([N:23]5[CH2:24][CH2:25][O:20][CH2:21][CH2:22]5)[CH:27]=4)[C:32]4([CH2:39][CH2:38][O:37][CH2:36][CH2:35]4)[CH2:33]3)=[C:3]([CH3:19])[C:4]([N:13]3[CH2:17][CH2:16][CH2:15][C:14]3=[O:18])=[N:5]2)=[CH:10][CH:9]=1 |f:2.3,4.5.6|. Procedure: Prepared according to procedure Y by stirring 1-(4-chloro-7-fluoro-3-methylquinolin-2-yl)pyrrolidin-2-one (50 mg, 0.179 mmol), 6′-morpholino-1′,2,2′,3,5,6-hexahydrospiro[pyran-4,3′-pyrrolo[3,2-b]pyridine] (49.4 mg, 0.179 mmol), XPhos precatalyst (26.5 mg, 0.036 mmol), sodium tert-butoxide (34.5 mg, 0.359 mmol), and toluene (1.5 mL) at 95° C. for 2 h. Purification by reverse phase HPLC (0-70% acetonitrile in water) gave 1-(7-fluoro-3-methyl-4-(6′-(4-morpholinyl)-2,3,5,6-tetrahydrospiro[pyran-4,3′... The reactants are C1(CCCCC1)=O (cyclohexanone), C1(=CC=CC=C1)C (toluene), CN(C=O)C (dimethylformamide), CO (methanol), acryl. Solvent: O (water), O (water), C(C)(C)O (isopropanol), CC(=O)C (acetone). Product: C(C(=C)C)(=O)OCC(C)C (isobutyl methacrylate), polyurethane. Reaction SMILES: CN(C)[CH:3]=[O:4].C[OH:7].[C:8]1([CH3:14])[CH:13]=CC=C[CH:9]=1.[C:15]1(=O)[CH2:20]CCC[CH2:16]1>O.CC(C)=O.C(O)(C)C>[C:13]([O:4][CH2:3][CH:15]([CH3:20])[CH3:16])(=[O:7])[C:8]([CH3:14])=[CH2:9]. Procedure: Further, on the surface of the resulting material are spread an ink consisting of polyurethane elastomer (10%), which is obtained from polycaprolactone glycol, dicyclohexylmethane-4,4'-diisocyanate and 1-amino-3-aminomethyl-3,5,5-trimethylcyclohexane (isophoronediamine), a brown pigment (3%), dimethylformamide (24%), methanol (28%), toluene (8%), isopropanol (5%), acetone (12%) and cyclohexanone (10%) in an amount of 16 g/m2 based on the solids content, and the resulting material is embossed wit... Reactants: CN(C)CCOc1ccc(C(O)(c2ccc(OCc3ccccc3)cc2)C(CCO)c2ccc(OCc3ccccc3)cc2)cc1, CC(=O)Cl, CC(=O)OC(C)=O. Product: CN(C)CCOc1ccc(C(=C(CCO)c2ccc(OCc3ccccc3)cc2)c2ccc(OCc3ccccc3)cc2)cc1. Reaction SMILES: [CH2:1]([c:2]1[cH:3][cH:4][cH:5][cH:6][cH:7]1)[O:8][c:9]1[cH:10][cH:11][c:12]([C:15]([CH:16]([CH2:17][CH2:18][OH:19])[c:20]2[cH:21][cH:22][c:23]([O:26][CH2:27][c:28]3[cH:29][cH:30][cH:31][cH:32][cH:33]3)[cH:24][cH:25]2)([OH:34])[c:35]2[cH:36][cH:37][c:38]([O:41][CH2:42][CH2:43][N:44]([CH3:45])[CH3:46])[cH:39][cH:40]2)[cH:13][cH:14]1.[CH3:47][C:48](=[O:49])[Cl:50].[CH3:51][C:52]([O:53][C:54](=[O:55])[CH3:56])=[O:57]>>[CH2:1]([c:2]1[cH:3][cH:4][cH:5][cH:6][cH:7]1)[O:8][c:9]1[cH:10][cH:11][c:12]([C:15](=[C:16]([CH2:17][CH2:18][OH:19])[c:20]2[cH:21][cH:22][c:23]([O:26][CH2:27][c:28]3[cH:29][cH:30][cH:31][cH:32][cH:33]3)[cH:24][cH:25]2)[c:35]2[cH:36][cH:37][c:38]([O:41][CH2:42][CH2:43][N:44]([CH3:45])[CH3:46])[cH:39][cH:40]2)[cH:13][cH:14]1. The solvent is C1=CC=CC=C1 (benzene), C1=CC=CC=C1 (benzene). Yields the product CC1(C(NC(S1)(C)CC(=O)N2CCCC2)C(=O)O)C (4-carboxy-2,5,5-trimethylthiazolidine-2-acetopyrrolidide). As a reaction SMILES: [NH:1]1[CH2:5][CH2:4][CH2:3][CH2:2]1.[CH2:6]=[C:7]1O[C:9](=[O:10])[CH2:8]1.[NH2:12][C@@H:13]([C:18]([OH:20])=[O:19])[C:14]([SH:17])([CH3:16])[CH3:15]>C1C=CC=CC=1>[CH3:15][C:14]1([CH3:16])[S:17][C:7]([CH2:8][C:9]([N:1]2[CH2:5][CH2:4][CH2:3][CH2:2]2)=[O:10])([CH3:6])[NH:12][CH:13]1[C:18]([OH:20])=[O:19]. Reported procedure: To a solution of 3.6 g (50 mmoles) of pyrrolidine in 50 mg of anhydrous benzene was added dropwise a solution of 4.2 g (50 mmoles) of diketene in 50 ml of anhydrous benzene at 0°-5° C. over 2 hours. The mixture was allowed to stand at room temperature for 2 hours, and the solvent was distilled off to a half its volume under reduced pressure. To the residue was added 5 g (34 mmoles) of D-penicillamine. The mixture was heated at 80° C. with stirring under a stream of argon for an hour to obtain a ... The yield is 97.6%. Starting materials: N[C@H](C(C)(C)S)C(=O)O (D-penicillamine), N1CCCC1 (pyrrolidine), C=C1CC(=O)O1 (diketene). Conditions: temperature 80 celsius, time 2 hour.